From a dataset of the Open Reaction Database (ORD), a public repository of structured organic reaction records. describe an organic reaction: reactants, conditions, products, and yield Procedure details: In a process for the production of urea from ammonia and carbon dioxide by feeding ammonia and carbon dioxide into a reactor, reacting the ammonia and carbon dioxide so as to produce an effluent aqueous solution of urea contaminated with ammonium carbamate, stripping the ammonium carbamate from the said solution in the presence of a stripping agent selected from ammonia and carbondioxide so as to produce an aqueous solution of urea substantially free from ammonium carbamate and a vapor phase of ... Product: NC(=O)N (urea), C(N)([O-])=O.[NH4+] (ammonium carbamate). As a reaction SMILES: [C:1](=[O:4])([O-:3])[NH2:2].[NH4+:5].N>>[NH2:5][C:1]([NH2:2])=[O:4].[C:1](=[O:3])([O-:4])[NH2:2].[NH4+:2] |f:0.1,4.5|. Starting materials: N (ammonia), C(N)([O-])=O.[NH4+] (ammonium carbamate), C(N)([O-])=O.[NH4+] (ammonium carbamate). The reactants are CCOC(=O)CBr, CO, [Ca+2], [Cl-], [Cl-], [H-], [Na+], CN(C)C=O, CCn1c(=O)n(-c2ccc(Oc3nc4ccccc4[nH]3)cc2)c2ncccc21. Product: CCOC(=O)Cn1c(Oc2ccc(-n3c(=O)n(CC)c4cccnc43)cc2)nc2ccccc21. RXN SMILES: [Br:1][CH2:2][C:3](=[O:4])[O:5][CH2:6][CH3:7].[CH3:46][OH:47].[Ca+2:39].[Cl-:38].[Cl-:40].[H-:36].[Na+:37].[O:41]=[CH:42][N:43]([CH3:44])[CH3:45].[nH:8]1[c:9]([O:17][c:18]2[cH:19][cH:20][c:21](-[n:24]3[c:25](=[O:35])[n:26]([CH2:33][CH3:34])[c:27]4[c:28]3[n:29][cH:30][cH:31][cH:32]4)[cH:22][cH:23]2)[n:10][c:11]2[c:12]1[cH:13][cH:14][cH:15][cH:16]2>>[CH2:2]([C:3](=[O:4])[O:5][CH2:6][CH3:7])[n:8]1[c:9]([O:17][c:18]2[cH:19][cH:20][c:21](-[n:24]3[c:25](=[O:35])[n:26]([CH2:33][CH3:34])[c:27]4[c:28]3[n:29][cH:30][cH:31][cH:32]4)[cH:22][cH:23]2)[n:10][c:11]2[c:12]1[cH:13][cH:14][cH:15][cH:16]2. The reactants are OCCC1CCC2=C(CC1)C(C(=C(C2=O)OC)OC)=O (7-(2-hydroxyethyl)-2,3-dimethoxy-4,5,6,7,8,9-hexahydro-1H-benzo[a]cycloheptene-1,4-dione), C1(=CC=CC=C1)O (phenol), C1(=CC=CC=C1)P(C1=CC=CC=C1)C1=CC=CC=C1 (triphenylphosphine), N(=NC(=O)OCC)C(=O)OCC (diethyl azodicarboxylate). Solvent: C1CCOC1 (THF), C1CCOC1 (THF). Conditions: time 140 minute. The product is COC1=C(C(C2=C(CCC(CC2)CCOC2=CC=CC=C2)C1=O)=O)OC (2,3-Dimethoxy-7-(2-phenoxyethyl)-4,5,6,7,8,9-hexahydro-1H-benzo[a]cycloheptene-1,4-dione). Yield: 61.3%. RXN SMILES: [OH:1][CH2:2][CH2:3][CH:4]1[CH2:10][CH2:9][C:8]2[C:11](=[O:20])[C:12]([O:18][CH3:19])=[C:13]([O:16][CH3:17])[C:14](=[O:15])[C:7]=2[CH2:6][CH2:5]1.[C:21]1(O)[CH:26]=[CH:25][CH:24]=[CH:23][CH:22]=1.C1(P(C2C=CC=CC=2)C2C=CC=CC=2)C=CC=CC=1.N(C(OCC)=O)=NC(OCC)=O>C1COCC1>[CH3:17][O:16][C:13]1[C:14](=[O:15])[C:7]2[CH2:6][CH2:5][CH:4]([CH2:3][CH2:2][O:1][C:21]3[CH:26]=[CH:25][CH:24]=[CH:23][CH:22]=3)[CH2:10][CH2:9][C:8]=2[C:11](=[O:20])[C:12]=1[O:18][CH3:19]. Procedure: To a solution of 7-(2-hydroxyethyl)-2,3-dimethoxy-4,5,6,7,8,9-hexahydro-1H-benzo[a]cycloheptene-1,4-dione (100 mg), phenol (109 mg), and triphenylphosphine (127 mg) in THF (2 ml) was added a solution of diethyl azodicarboxylate (82 mg) in THF (1 ml) at room temperature. The reaction mixture was stirred at room temperature for 140 min and concentrated. The residue was purified by alumina column chromatography (eluent:ethyl acetate/hexane=1/10) and then with recrystallization from ethyl acetate-he...